Dataset: the Open Reaction Database (ORD), a public repository of structured organic reaction records. Task: describe an organic reaction: reactants, conditions, products, and yield Starting materials: CC1=CC(=C(C=O)C=C1)[N+](=O)[O-] (4-methyl-2-nitrobenzaldehyde), C(C#C)(=O)OCC (ethyl propiolate), C(C)(C)[N-]C(C)C.[Li+] (lithium diisopropylamide), CCCCCCC.O1CCCC1.C(C)C1=CC=CC=C1 (heptane tetrahydrofuran ethylbenzene), [Cl-].[NH4+] (ammonium chloride), C(C)(=O)O (acetic acid). Run in O1CCCC1 (tetrahydrofuran), O1CCCC1 (tetrahydrofuran), O (water), O1CCCC1 (tetrahydrofuran). Conditions: time 20 minute. Yields the product OC(C#CC(=O)OCC)C1=C(C=C(C=C1)C)[N+](=O)[O-] (ethyl 4-hydroxy-4-(4-methyl-2-nitrophenyl)-2-butynoate). Isolated yield 98.8%. Reaction SMILES: [C:1]([O:5][CH2:6][CH3:7])(=[O:4])[C:2]#[CH:3].C([N-]C(C)C)(C)C.[Li+].CCCCCCC.O1CCCC1.C(C1C=CC=CC=1)C.[CH3:36][C:37]1[CH:44]=[CH:43][C:40]([CH:41]=[O:42])=[C:39]([N+:45]([O-:47])=[O:46])[CH:38]=1.[Cl-].[NH4+].C(O)(=O)C>O1CCCC1.O>[OH:42][CH:41]([C:40]1[CH:43]=[CH:44][C:37]([CH3:36])=[CH:38][C:39]=1[N+:45]([O-:47])=[O:46])[C:3]#[C:2][C:1]([O:5][CH2:6][CH3:7])=[O:4] |f:1.2,3.4.5,7.8|. Procedure: (a-2) To a solution of ethyl propiolate (1.2 ml, 12.0 mmole) in tetrahydrofuran (20 ml) was added at -65° C. under the argon atmosphere a solution of 2.0M lithium diisopropylamide in a mixed solvent of heptane-tetrahydrofuran-ethylbenzene (6.0 ml, 12.0 mole), and the mixture was stirred for 20 minutes. A solution of 4-methyl-2-nitrobenzaldehyde (1.65 g, 10 mmole) in tetrahydrofuran (10 ml) was added, and the reaction mixture was further stirred at 65° C. for 3 hours. To the reaction mixture was ... The reactants are COC(CCC1=CC=C(C=C1)OCCSCCOC(C1=CC=C(C=C1)Cl)C1=CC=C(C=C1)Cl)=O (3-[4-[2-[2-[Bis(4-chlorophenyl]methoxy]ethylthio]ethoxy]phenyl]propionic acid methyl ester), C(C)O (ethanol), [OH-].[K+] (potassium hydroxide). The solvent is O (water). Conditions: temperature 60 celsius. Product: ClC1=CC=C(C=C1)C(OCCSCCOC1=CC=C(C=C1)CCC(=O)O)C1=CC=C(C=C1)Cl (3-[4-[2-[2-[Bis(4-chlorophenyl)methoxy]ethylthio]ethoxy]phenyl]propionic acid). Yield: 98.0%. RXN SMILES: C[O:2][C:3](=[O:34])[CH2:4][CH2:5][C:6]1[CH:11]=[CH:10][C:9]([O:12][CH2:13][CH2:14][S:15][CH2:16][CH2:17][O:18][CH:19]([C:27]2[CH:32]=[CH:31][C:30]([Cl:33])=[CH:29][CH:28]=2)[C:20]2[CH:25]=[CH:24][C:23]([Cl:26])=[CH:22][CH:21]=2)=[CH:8][CH:7]=1.C(O)C.[OH-].[K+]>O>[Cl:26][C:23]1[CH:22]=[CH:21][C:20]([CH:19]([C:27]2[CH:32]=[CH:31][C:30]([Cl:33])=[CH:29][CH:28]=2)[O:18][CH2:17][CH2:16][S:15][CH2:14][CH2:13][O:12][C:9]2[CH:10]=[CH:11][C:6]([CH2:5][CH2:4][C:3]([OH:34])=[O:2])=[CH:7][CH:8]=2)=[CH:25][CH:24]=1 |f:2.3|. Reported procedure: A mixture of 3-[4-[2-[2-[Bis(4-chlorophenyl]methoxy]ethylthio]ethoxy]phenyl]propionic acid methyl ester (2.76 g, 5.31 mmol) and 80% aqueous ethanol (50 ml) was treated with a solution of potassium hydroxide (0.7 g, 10.6 mmol) in water (3 ml) and the resulting mixture was heated at 60° C. for 1 h. The solvent was then concentrated in vacuo and the residue was diluted with water (30 ml) and dichloromethane (50 ml) and acidified to pH4 with 2N hydrochloric acid. The aqueous phase was extracted a se... Reactants: COc1cccc(C23CCCCC2CN(Cc2ccccc2)CCO3)c1, CC(=O)O. The product is COc1cccc(C23CCCCC2CNCCO3)c1. RXN SMILES: [CH2:1]([c:2]1[cH:3][cH:4][cH:5][cH:6][cH:7]1)[N:8]1[CH2:9][CH2:10][O:11][C:12]2([c:19]3[cH:20][c:21]([O:25][CH3:26])[cH:22][cH:23][cH:24]3)[CH:13]([CH2:14]1)[CH2:15][CH2:16][CH2:17][CH2:18]2.[CH3:27][C:28](=[O:29])[OH:30]>>[NH:8]1[CH2:9][CH2:10][O:11][C:12]2([c:19]3[cH:20][c:21]([O:25][CH3:26])[cH:22][cH:23][cH:24]3)[CH:13]([CH2:14]1)[CH2:15][CH2:16][CH2:17][CH2:18]2. Starting materials: C1(=CC=CC=C1)C(CCN)C1=CC=CC=C1 (3,3-diphenylpropan-1-amine), O=C1N(CCC1(C1=CC=CC=C1)C1=CC=CC=C1)CC(=O)O (2-(2-oxo-3,3-diphenylpyrrolidin-1-yl)acetic acid), Cl.C(C)N=C=NCCCN(C)C (N1-((ethylimino)methylene)-N3,N3-dimethylpropane-1,3-diamine hydrochloride). Reagents/catalysts: CN(C1=CC=NC=C1)C (N,N-dimethylpyridin-4-amine). Solvent: ClCCl (dichloromethane). Run at time 8 hour. Yields the product C1(=CC=CC=C1)C(CCNC(CN1C(C(CC1)(C1=CC=CC=C1)C1=CC=CC=C1)=O)=O)C1=CC=CC=C1 (N-(3,3-diphenylpropyl)-2-(2-oxo-3,3-diphenylpyrrolidin-1-yl)acetamide). As a reaction SMILES: [C:1]1([CH:7]([C:11]2[CH:16]=[CH:15][CH:14]=[CH:13][CH:12]=2)[CH2:8][CH2:9][NH2:10])[CH:6]=[CH:5][CH:4]=[CH:3][CH:2]=1.[O:17]=[C:18]1[C:22]([C:29]2[CH:34]=[CH:33][CH:32]=[CH:31][CH:30]=2)([C:23]2[CH:28]=[CH:27][CH:26]=[CH:25][CH:24]=2)[CH2:21][CH2:20][N:19]1[CH2:35][C:36](O)=[O:37].Cl.C(N=C=NCCCN(C)C)C>ClCCl.CN(C)C1C=CN=CC=1>[C:11]1([CH:7]([C:1]2[CH:2]=[CH:3][CH:4]=[CH:5][CH:6]=2)[CH2:8][CH2:9][NH:10][C:36](=[O:37])[CH2:35][N:19]2[CH2:20][CH2:21][C:22]([C:23]3[CH:28]=[CH:27][CH:26]=[CH:25][CH:24]=3)([C:29]3[CH:34]=[CH:33][CH:32]=[CH:31][CH:30]=3)[C:18]2=[O:17])[CH:12]=[CH:13][CH:14]=[CH:15][CH:16]=1 |f:2.3|. Procedure: To a solution of 3,3-diphenylpropan-1-amine (0.0.21 g, 1.00 mmol) in dichloromethane (20 mL) under nitrogen was added 2-(2-oxo-3,3-diphenylpyrrolidin-1-yl)acetic acid (Example 1C, 0.30 g, 1.00 mmol) followed by N1-((ethylimino)methylene)-N3,N3-dimethylpropane-1,3-diamine hydrochloride (0.38 g, 2.00 mmol) and N,N-dimethylpyridin-4-amine (0.61 mg, 0.005 mmol). The reaction mixture was stirred overnight at room temperature. The reaction was concentrated and the residue was partitioned in ethyl acet... Starting materials: COC(=O)C1=C(N(C(C(=C1)Br)=O)CC1=CC=CC=C1)CBr (1-benzyl-5-bromo-2-bromomethyl-6-oxo-1,6-dihydro-pyridine-3-carboxylic acid methyl ester), COC(CNS(=O)(=O)C1=CC=C(C=C1)C)=O ((toluene-4-sulfonylamino)-acetic acid methyl ester), [I-].[Na+] (sodium iodide), C([O-])([O-])=O.[K+].[K+] (potassium carbonate). The solvent is CN(C)C=O (DMF), [Cl-].[Na+].O (Brine). Conditions: time 3 day. Yields the product COC(=O)C1=C(N(C(C(=C1)Br)=O)CC1=CC=CC=C1)CN(S(=O)(=O)C1=CC=C(C=C1)C)CC(=O)OC (1-Benzyl-5-bromo-2-{[methoxycarbonylmethyl-(toluene-4-sulfonyl)-amino]-methyl}-6-oxo-1,6-dihydro-pyridine-3-carboxylic acid methyl ester). Isolated yield 52.6%. As a reaction SMILES: [CH3:1][O:2][C:3]([C:5]1[CH:10]=[C:9]([Br:11])[C:8](=[O:12])[N:7]([CH2:13][C:14]2[CH:19]=[CH:18][CH:17]=[CH:16][CH:15]=2)[C:6]=1[CH2:20]Br)=[O:4].[CH3:22][O:23][C:24](=[O:37])[CH2:25][NH:26][S:27]([C:30]1[CH:35]=[CH:34][C:33]([CH3:36])=[CH:32][CH:31]=1)(=[O:29])=[O:28].[I-].[Na+].C(=O)([O-])[O-].[K+].[K+]>CN(C=O)C.[Cl-].[Na+].O>[CH3:1][O:2][C:3]([C:5]1[CH:10]=[C:9]([Br:11])[C:8](=[O:12])[N:7]([CH2:13][C:14]2[CH:19]=[CH:18][CH:17]=[CH:16][CH:15]=2)[C:6]=1[CH2:20][N:26]([CH2:25][C:24]([O:23][CH3:22])=[O:37])[S:27]([C:30]1[CH:31]=[CH:32][C:33]([CH3:36])=[CH:34][CH:35]=1)(=[O:29])=[O:28])=[O:4] |f:2.3,4.5.6,8.9.10|. Procedure: A mixture of 1-benzyl-5-bromo-2-bromomethyl-6-oxo-1,6-dihydro-pyridine-3-carboxylic acid methyl ester (2.87 g, 6.92 mmol), (toluene-4-sulfonylamino)-acetic acid methyl ester (1.68 g, 6.92 mmol), sodium iodide (1.96 g, 13.8 mmol) and potassium carbonate (1.91 g, 13.8 mmol) in DMF (50 mL) was stirred at r.t. for 3 days. Brine (50 mL) was added and the mixture was extracted several times with EtOAc. The organic layers were combined, washed with water, and dried over MgSO4. After the solvent was eva... Starting materials: O (water), [H-].[Na+] (sodium hydride), COCCl (chloromethyl methyl ether), NC1=C(C=C(C2=C1C(C=C(O2)C2=CC(=C(C=C2)NC(=O)OC(C)(C)C)F)=O)F)F (5-Amino-2-[4-(tert-butoxycarbonylamino)-3-fluorophenyl]-6,8-difluoro-4H-1-benzopyran-4-one). Solvent: CN(C=O)C (dimethylformamide). Reaction conditions: time 40 minute. Yields the product NC1=C(C=C(C2=C1C(C=C(O2)C2=CC(=C(C=C2)N(COC)C(=O)OC(C)(C)C)F)=O)F)F (5-amino-2-[4-[N-(tert-butoxycarbonyl)-N-methoxymethylamino]-3-fluorophenyl)-6,8-difluoro-4H-1-benzopyran-4-one). The yield is 92.3%. As a reaction SMILES: [NH2:1][C:2]1[C:7]2[C:8](=[O:27])[CH:9]=[C:10]([C:12]3[CH:17]=[CH:16][C:15]([NH:18][C:19]([O:21][C:22]([CH3:25])([CH3:24])[CH3:23])=[O:20])=[C:14]([F:26])[CH:13]=3)[O:11][C:6]=2[C:5]([F:28])=[CH:4][C:3]=1[F:29].[H-].[Na+].[CH3:32][O:33][CH2:34]Cl.O>CN(C)C=O>[NH2:1][C:2]1[C:7]2[C:8](=[O:27])[CH:9]=[C:10]([C:12]3[CH:17]=[CH:16][C:15]([N:18]([C:19]([O:21][C:22]([CH3:25])([CH3:23])[CH3:24])=[O:20])[CH2:32][O:33][CH3:34])=[C:14]([F:26])[CH:13]=3)[O:11][C:6]=2[C:5]([F:28])=[CH:4][C:3]=1[F:29] |f:1.2|. Procedure: 2.41 g (5.94 mmol) of Compound 51 obtained in Example 51 was dissolved in 60 mL of dimethylformamide under argon atmosphere, 237 mg (5.94 mmol) of sodium hydride (60% oil dispersion) and 0.47 mL (6.24mmol) of chloromethyl methyl ether were added under ice-cooling and the mixture was stirred at room temperature for 40 minutes. The reaction solution was cooled on ice, water was added and the mixture was extracted with ethyl acetate. The organic layer was washed once with water and once with an aqu...